From a dataset of the Open Reaction Database (ORD), a public repository of structured organic reaction records. describe an organic reaction: reactants, conditions, products, and yield Reactants: O=C1C(CC2=CC(=C(C(=C12)Cl)Cl)OCC(=O)O)(C1=CC=CC=C1)C ((1-oxo-2-methyl-2-phenyl-6,7-dichloro-5-indanyloxy)acetic acid), Cl.NO (hydroxylamine hydrochloride), Cl (hydrochloric acid). Run in N1=CC=CC=C1 (pyridine). The product is N(O)=C1C(CC2=CC(=C(C(=C12)Cl)Cl)OCC(=O)O)(C1=CC=CC=C1)C ((1-hydroximino-2-methyl-2-phenyl-6,7-dichloro-5-indanyloxy)acetic acid). Reaction SMILES: O=[C:2]1[C:10]2[C:5](=[CH:6][C:7]([O:13][CH2:14][C:15]([OH:17])=[O:16])=[C:8]([Cl:12])[C:9]=2[Cl:11])[CH2:4][C:3]1([CH3:24])[C:18]1[CH:23]=[CH:22][CH:21]=[CH:20][CH:19]=1.Cl.[NH2:26][OH:27].Cl>N1C=CC=CC=1>[N:26](=[C:2]1[C:10]2[C:5](=[CH:6][C:7]([O:13][CH2:14][C:15]([OH:17])=[O:16])=[C:8]([Cl:12])[C:9]=2[Cl:11])[CH2:4][C:3]1([CH3:24])[C:18]1[CH:23]=[CH:22][CH:21]=[CH:20][CH:19]=1)[OH:27] |f:1.2|. Reported procedure: A stirred solution of (1-oxo-2-methyl-2-phenyl-6,7-dichloro-5-indanyloxy)acetic acid (5.48 g., 0.015 mole) and hydroxylamine hydrochloride (3.2 g., 0.045 mole) in pyridine (60 ml.) is heated at 95°C. on a steam bath for 36 hours then poured into aqueous hydrochloric acid affording (1-hydroximino-2-methyl-2-phenyl-6,7-dichloro-5-indanyloxy)acetic acid. The reactants are NCCCCN1C2=C(NC(CC1=O)=O)C1=CC=CC=C1C=C2 (5-(4-aminobutyl)-1H-naphtho[2,1-b][1,4]diazepine-2,4(3H,5H)-dione), CC1=C(C(=O)NC2=C(C=C(C=C2)N2C3=C(NC(CC2=O)=O)C2=CC=CC=C2C=C3)OC)C=CC=C1C (5-[4-(2,3-Dimethylbenzoylamino)-3-methoxyphenyl]-1H-naphtho[1,2-b][1,4]diazepine-2,4(3H,5H)-dione), ClC1=C(C(=O)Cl)C=CC=C1OC (2-chloro-3-methoxybenzoyl chloride). Product: O=C1CC(N(C2=C(N1)C1=CC=CC=C1C=C2)CCCCNC(C2=C(C(=CC=C2)OC)Cl)=O)=O (N-[4-(2,4-Dioxo-1,2,3,4-tetrahydronaphtho[1,2-b][1,4]diazepin-5-yl)butyl]-2-chloro-3-methoxybenzamide). Isolated yield 55.8%. Reaction SMILES: [NH2:1][CH2:2][CH2:3][CH2:4][CH2:5][N:6]1[C:12](=[O:13])[CH2:11][C:10](=[O:14])[NH:9][C:8]2[C:15]3[C:20]([CH:21]=[CH:22][C:7]1=2)=[CH:19][CH:18]=[CH:17][CH:16]=3.[Cl:23][C:24]1[C:32]([O:33][CH3:34])=[CH:31][CH:30]=[CH:29][C:25]=1[C:26](Cl)=[O:27].CC1C(C)=CC=CC=1C(NC1C=CC(N2C(=O)CC(=O)NC3C4C(C=CC2=3)=CC=CC=4)=CC=1OC)=O>>[O:14]=[C:10]1[NH:9][C:8]2[C:15]3[C:20]([CH:21]=[CH:22][C:7]=2[N:6]([CH2:5][CH2:4][CH2:3][CH2:2][NH:1][C:26](=[O:27])[C:25]2[CH:29]=[CH:30][CH:31]=[C:32]([O:33][CH3:34])[C:24]=2[Cl:23])[C:12](=[O:13])[CH2:11]1)=[CH:19][CH:18]=[CH:17][CH:16]=3. Procedure details: By using N-(tert-butoxycarbonyl)-1,4-diaminobutane as the starting material, 5-(4-aminobutyl)-1H-naphtho[2,1-b][1,4]diazepine-2,4(3H,5H)-dione was obtained in the same manner as that of Example 42, (1) and (2). By using 5-(4-aminobutyl)-1H-naphtho[2,1-b][1,4]diazepine-2,4(3H,5H)-dione (30 mg, 0.1 mmol), and 2-chloro-3-methoxybenzoyl chloride (0.15 mmol), the title compound (26 mg, yield 56%) was obtained in the same manner as that of Example 1, (4). Starting materials: C([O-])([O-])=O.[K+].[K+] (potassium carbonate), N#N (N2), IC=1C=C(OCCN2CCOCC2)C=CC1 (4-(2-(3-iodophenoxyl)ethyl)morpholine), C(C)(C)C1=NNC(=C1)N (3-isopropyl-1H-pyrazol-5-amine), CN[C@H]1[C@@H](CCCC1)NC ((1R,2R)—N1,N2-dimethylcyclohexane-1,2-diamine). The reagents and catalysts are [Cu]I (copper(I) iodide). The solvent is C1(=CC=CC=C1)C (toluene). The product is C(C)(C)C1=NN(C(=C1)N)C1=CC(=CC=C1)OCCN1CCOCC1 (3-Isopropyl-1-(3-(2-morpholinoethoxy)phenyl)-1H-pyrazol-5-amine). RXN SMILES: I[C:2]1[CH:3]=[C:4]([CH:14]=[CH:15][CH:16]=1)[O:5][CH2:6][CH2:7][N:8]1[CH2:13][CH2:12][O:11][CH2:10][CH2:9]1.[CH:17]([C:20]1[CH:24]=[C:23]([NH2:25])[NH:22][N:21]=1)([CH3:19])[CH3:18].CN[C@@H]1CCCC[C@H]1NC.C(=O)([O-])[O-].[K+].[K+].N#N>C1(C)C=CC=CC=1.[Cu]I>[CH:17]([C:20]1[CH:24]=[C:23]([NH2:25])[N:22]([C:2]2[CH:16]=[CH:15][CH:14]=[C:4]([O:5][CH2:6][CH2:7][N:8]3[CH2:13][CH2:12][O:11][CH2:10][CH2:9]3)[CH:3]=2)[N:21]=1)([CH3:19])[CH3:18] |f:3.4.5|. Procedure details: To a solution of 4-(2-(3-iodophenoxyl)ethyl)morpholine (1.0 g, 2.9 mmol) in anhydrous toluene (20 mL) was added 3-isopropyl-1H-pyrazol-5-amine (397 mg, 3.17 mmol) followed by (1R,2R)—N1,N2-dimethylcyclohexane-1,2-diamine (227 μL, 1.44 mmol) and potassium carbonate (1.99 g, 14.4 mmol). The mixture was purged with N2, copper(I) iodide (82 mg, 0.43 mmol) was added and the reaction mixture was heated at reflux under N2 for 64 hr. The resulting mixture was cooled to RT and was partitioned between EtO... Reactants: CN(C)CCCN, [Cl-], O=C(Cl)C(=O)Cl, ClCCl, O=C(O)c1ccc(-c2nnc(COCCCOc3ccccc3)o2)cc1, CN(C)C=O. Yields the product CN(C)CCCNC(=O)c1ccc(-c2nnc(COCCCOc3ccccc3)o2)cc1. As a reaction SMILES: [CH3:34][N:35]([CH2:36][CH2:37][CH2:38][NH2:39])[CH3:40].[Cl-:27].[Cl:28][C:29]([C:30]([Cl:31])=[O:32])=[O:33].[Cl:41][CH2:42][Cl:43].[O:1]([c:2]1[cH:3][cH:4][cH:5][cH:6][cH:7]1)[CH2:8][CH2:9][CH2:10][O:11][CH2:12][c:13]1[n:14][n:15][c:16](-[c:18]2[cH:19][cH:20][c:21]([C:22](=[O:23])[OH:24])[cH:25][cH:26]2)[o:17]1.[O:44]=[CH:45][N:46]([CH3:47])[CH3:48]>>[O:1]([c:2]1[cH:3][cH:4][cH:5][cH:6][cH:7]1)[CH2:8][CH2:9][CH2:10][O:11][CH2:12][c:13]1[n:14][n:15][c:16](-[c:18]2[cH:19][cH:20][c:21]([C:22](=[O:24])[NH:39][CH2:38][CH2:37][CH2:36][N:35]([CH3:34])[CH3:40])[cH:25][cH:26]2)[o:17]1. The reactants are [Al+3], Cl, O=C(O)c1n[nH]c2ccc(F)cc12, [H-], [H-], [H-], [H-], [Li+], [Na+], [Na+], O=S(=O)([O-])[O-], C1CCOC1. Product: OCc1n[nH]c2ccc(F)cc12. Reaction SMILES: [Al+3:15].[ClH:27].[F:1][c:2]1[cH:3][c:4]2[c:5]([C:11](=[O:12])[OH:13])[n:6][nH:7][c:8]2[cH:9][cH:10]1.[H-:14].[H-:17].[H-:18].[H-:19].[Li+:16].[Na+:20].[Na+:21].[O-:22][S:23](=[O:24])(=[O:25])[O-:26].[O:28]1[CH2:29][CH2:30][CH2:31][CH2:32]1>>[F:1][c:2]1[cH:3][c:4]2[c:5]([CH2:11][OH:12])[n:6][nH:7][c:8]2[cH:9][cH:10]1. The reactants are OC(C#CC=1C(=C(C(=C(C1)[C@@H]1CC[C@H](CC1)[C@@H]1CC[C@H](CC1)CCC)F)F)F)CCC (5-(3-hydroxy-1-hexynyl)-2,3,4-trifluoro-1-[trans-4-(trans-4-propylcyclohexyl) cyclohexyl]benzene), [H][H] (hydrogen). Reagents/catalysts: [C].[Pd] (palladium carbon). RXN SMILES: [OH:1][CH:2]([CH2:29][CH2:30][CH3:31])[C:3]#[C:4][C:5]1[C:6]([F:28])=[C:7]([F:27])[C:8]([F:26])=[C:9]([C@H:11]2[CH2:16][CH2:15][C@H:14]([C@H:17]3[CH2:22][CH2:21][C@H:20]([CH2:23][CH2:24][CH3:25])[CH2:19][CH2:18]3)[CH2:13][CH2:12]2)[CH:10]=1.[H][H]>[C].[Pd].C(O)C>[OH:1][CH:2]([CH2:29][CH2:30][CH3:31])[CH2:3][CH2:4][C:5]1[C:6]([F:28])=[C:7]([F:27])[C:8]([F:26])=[C:9]([C@H:11]2[CH2:12][CH2:13][C@H:14]([C@H:17]3[CH2:22][CH2:21][C@H:20]([CH2:23][CH2:24][CH3:25])[CH2:19][CH2:18]3)[CH2:15][CH2:16]2)[CH:10]=1 |f:2.3|. Reaction conditions: time 8 hour. Yield: 49.5%. The product is OC(CCC=1C(=C(C(=C(C1)[C@@H]1CC[C@H](CC1)[C@@H]1CC[C@H](CC1)CCC)F)F)F)CCC (5-(3-hydroxy-1-hexyl)-2,3,4-trifluoro-1-[trans-4-(trans-4-propylcyclohexyl)cyclohexyl]benzene). Procedure details: To 20 g of 5-(3-hydroxy-1-hexynyl)-2,3,4-trifluoro-1-[trans-4-(trans-4-propylcyclohexyl) cyclohexyl]benzene which was dissolved into 80 mL of ethanol, 2 g of 5% palladium carbon (50% in water) was added, stirred for 6 hours at a hydrogen pressure of 0.5 MPa, and was then left to stand overnight. After palladium carbon was removed by filtration, the solvent was evaporated under a reduced pressure to obtain 10 g of 5-(3-hydroxy-1-hexyl)-2,3,4-trifluoro-1-[trans-4-(trans-4-propylcyclohexyl)cyclohex... Run in C(C)O (ethanol).